From a dataset of the Open Reaction Database (ORD), a public repository of structured organic reaction records. describe an organic reaction: reactants, conditions, products, and yield Reactants: BrCC(=O)C1CCN(CC1)C(C1=CC=CC=C1)=O (2-bromo-1-(1-benzoyl-4-piperidyl)-1-ethanone), C(C1=CC=CC=C1)(=S)N (thiobenzamide). Solvent: CCO (EtOH). Reaction conditions: temperature 80 celsius, time 2 hour. Product: C(C1=CC=CC=C1)(=O)N1CCC(CC1)C1=CN=C(S1)C1=CC=CC=C1 (1-Benzoyl-4-(2-phenyl-thiazol-5-yl)-piperidine). The yield is 32.8%. As a reaction SMILES: Br[CH2:2][C:3]([CH:5]1[CH2:10][CH2:9][N:8]([C:11](=[O:18])[C:12]2[CH:17]=[CH:16][CH:15]=[CH:14][CH:13]=2)[CH2:7][CH2:6]1)=O.[C:19]([NH2:27])(=[S:26])[C:20]1[CH:25]=[CH:24][CH:23]=[CH:22][CH:21]=1>CCO>[C:11]([N:8]1[CH2:9][CH2:10][CH:5]([C:3]2[S:26][C:19]([C:20]3[CH:25]=[CH:24][CH:23]=[CH:22][CH:21]=3)=[N:27][CH:2]=2)[CH2:6][CH2:7]1)(=[O:18])[C:12]1[CH:17]=[CH:16][CH:15]=[CH:14][CH:13]=1. Reported procedure: To 150 mg of 2-bromo-1-(1-benzoyl-4-piperidyl)-1-ethanone in 6 ml of EtOH was added 66 mg of thiobenzamide. The reaction was stirred at 80° C. for 2 hours. The solvent was evaporated under reduced pressure. The residue was purified by flash chromatography with 50% EtOAc in hexane to give 55 mg of the title compound. The product is methylene chloride hexanes, [N+](=O)([O-])C=1C=CC2=C(C(=NO2)OCC(=O)OC)C1 (Methyl [(5-nitro-1,2-benzisoxazol-3-yl)oxy]acetate). Procedure: A mixture of 5-nitro-1,2-benzisoxazol-3-ol (3.90 g, 0.0220 mol) and potassium carbonate (4.17 g, 0.0300 mol) in N,N-dimethylformamide is stirred for 30 minutes, treated with methyl bromoacetate (3.96 g, 0.0260 mol), stirred overnight at room temperature, and poured into an acidic ice-water mixture. The resultant aqueous mixture is extracted with ethyl acetate. The organic extracts are combined, washed sequentially with water and brine, dried over anhydrous magnesium sulfate, and concentrated in ... Yield: 50.5%. Starting materials: BrCC(=O)OC (methyl bromoacetate), ice water, [N+](=O)([O-])C=1C=CC2=C(C(=NO2)O)C1 (5-nitro-1,2-benzisoxazol-3-ol), C([O-])([O-])=O.[K+].[K+] (potassium carbonate). Run in CN(C=O)C (N,N-dimethylformamide). RXN SMILES: [N+:1]([C:4]1[CH:5]=[CH:6][C:7]2[O:11][N:10]=[C:9]([OH:12])[C:8]=2[CH:13]=1)([O-:3])=[O:2].C(=O)([O-])[O-].[K+].[K+].Br[CH2:21][C:22]([O:24][CH3:25])=[O:23]>CN(C)C=O>[N+:1]([C:4]1[CH:5]=[CH:6][C:7]2[O:11][N:10]=[C:9]([O:12][CH2:21][C:22]([O:24][CH3:25])=[O:23])[C:8]=2[CH:13]=1)([O-:3])=[O:2] |f:1.2.3|. Conditions: time 30 minute. Starting materials: C1COC(CCCCCCCC(C)=O)(OCC)O1 (ethyl 9-oxodecanoate ethylene ketal), [H-].[Al+3].[Li+].[H-].[H-].[H-] (lithium aluminum hydride). Run in CCOCC (ether), CCOCC (ether). Run at time 18 hour. Product: O=C(CCCCCCCCO)C (9-Oxodecan-1-ol). Isolated yield 116.6%. RXN SMILES: C1O[C:4](OCC)([CH2:5][CH2:6][CH2:7][CH2:8][CH2:9][CH2:10][CH2:11][C:12](=[O:14])[CH3:13])[O:3]C1.[H-].[Al+3].[Li+].[H-].[H-].[H-]>CCOCC>[O:14]=[C:12]([CH3:13])[CH2:11][CH2:10][CH2:9][CH2:8][CH2:7][CH2:6][CH2:5][CH2:4][OH:3] |f:1.2.3.4.5.6|. Procedure details: A solution of 95.4 g (370 mmol) of ethyl 9-oxodecanoate ethylene ketal (prepared in Example 22A-1) in 120 ml of ether was added dropwise to a stirred mixture of 10.5 g (277 mmol) of lithium aluminum hydride and 500 ml of ether under argon. The mixture was stirred for 18 hr and then quenched by the dropwise addition of 18 ml of ethyl acetate. To this mixture there was then sequentially added in dropwise fashion, with stirring, 10.5 ml of water, 10.5 ml of 15% aqueous sodium hydroxide and 31.1 ml ... The reactants are OC1=C(C=CC=C1)C(CS(=O)C)=O (2'-hydroxy-2-(methylsulfinyl)acetophenone), C1(CCCCC1)N (cyclohexylamine). Solvent: petroleum ether. The product is C1(CCCCC1)N=C(CS(=O)C)C1=C(C=CC=C1)O (2-[1-(Cyclohexylimino)-2-(methylsulfinyl)ethyl]phenol). Yield: 96.0%. RXN SMILES: [OH:1][C:2]1[CH:7]=[CH:6][CH:5]=[CH:4][C:3]=1[C:8](=O)[CH2:9][S:10]([CH3:12])=[O:11].[CH:14]1([NH2:20])[CH2:19][CH2:18][CH2:17][CH2:16][CH2:15]1>>[CH:14]1([N:20]=[C:8]([C:3]2[CH:4]=[CH:5][CH:6]=[CH:7][C:2]=2[OH:1])[CH2:9][S:10]([CH3:12])=[O:11])[CH2:19][CH2:18][CH2:17][CH2:16][CH2:15]1. Procedure details: A solution of 2'-hydroxy-2-(methylsulfinyl)acetophenone (15 g, 0.076 mole) in cyclohexylamine (75 ml) was stirred at 90° for 6 hrs. The reaction mixture was cooled and poured into petroleum ether (1 l.). The product was filtered off and washed with hexane to give yellow crystals (20.2 g, 96%), mp 133°-134°.